From a dataset of the Open Reaction Database (ORD), a public repository of structured organic reaction records. describe an organic reaction: reactants, conditions, products, and yield The reactants are FC\1(CCN(C2=C(/C1=C/C(=O)O)C=CC=C2)C(=O)C2=C(N=C(S2)C2=CC=CC=C2)C)F ((Z)-2-[4,4-difluoro-1-(4-methyl-2-phenylthiazole-5-carbonyl)-2,3,4,5-tetrahydro-1H-1-benzoazepin-5-ylidene]acetic acid), Cl.C(C)N=C=NCCCN(C)C (1-ethyl-3-(3-dimethylaminopropyl)carbodiimide monohydrochloride), ON1C(CCC1=O)=O (N-hydroxysuccinimide), [BH4-].[Na+] (sodium borohydride), Cl (hydrochloric acid). Solvent: ClCCl (dichloromethane), O1CCCC1 (tetrahydrofuran), C(C)(=O)OCC (ethyl acetate). Conditions: time 14 hour. The product is FC\1(CCN(C2=C(/C1=C/CO)C=CC=C2)C(=O)C2=C(N=C(S2)C2=CC=CC=C2)C)F ((Z)-2-[4,4-difluoro-1-(4-methyl-2-phenylthiazole-5-carbonyl)-2,3,4,5-tetrahydro-1H-1-benzoazepin-5-ylidene]ethanol). Yield: 20.0%. Reaction SMILES: [F:1][C:2]1([F:31])[CH2:3][CH2:4][N:5]([C:17]([C:19]2[S:23][C:22]([C:24]3[CH:29]=[CH:28][CH:27]=[CH:26][CH:25]=3)=[N:21][C:20]=2[CH3:30])=[O:18])[C:6]2[CH:16]=[CH:15][CH:14]=[CH:13][C:7]=2/[C:8]/1=[CH:9]/[C:10](O)=[O:11].Cl.C(N=C=NCCCN(C)C)C.ON1C(=O)CCC1=O.[BH4-].[Na+].Cl>ClCCl.O1CCCC1.C(OCC)(=O)C>[F:31][C:2]1([F:1])[CH2:3][CH2:4][N:5]([C:17]([C:19]2[S:23][C:22]([C:24]3[CH:25]=[CH:26][CH:27]=[CH:28][CH:29]=3)=[N:21][C:20]=2[CH3:30])=[O:18])[C:6]2[CH:16]=[CH:15][CH:14]=[CH:13][C:7]=2/[C:8]/1=[CH:9]/[CH2:10][OH:11] |f:1.2,4.5|. Reported procedure: To a solution of 1.19 g of (Z)-2-[4,4-difluoro-1-(4-methyl-2-phenylthiazole-5-carbonyl)-2,3,4,5-tetrahydro-1H-1-benzoazepin-5-ylidene]acetic acid in 100 ml of dichloromethane were added 623 mg of 1-ethyl-3-(3-dimethylaminopropyl)carbodiimide monohydrochloride and 374 mg of N-hydroxysuccinimide, and the mixture was stirred at room temperature for 14 hours. The reaction solution was washed with water and dried over anhydrous magnesium sulfate. The residue obtained by evaporation of the solvent was... Procedure details: To a solution of (S)-4-bromo-N-(1,1,1-trifluoropropan-2-yl)thiazole-2-carboxamide (50 g, 1.0 eq.) in toluene (1000 mL) was added Lawesson's Reagent (100 g, 1.5 eq.). It was refluxed overnight. TLC and LCMS showed the reaction was complete. It was concentrated and the residue was purified by column to obtain (S)-4-bromo-N-(1,1,1-trifluoropropan-2-yl)thiazole-2-carbothioamide. The reactants are BrC=1N=C(SC1)C(=O)N[C@H](C(F)(F)F)C ((S)-4-bromo-N-(1,1,1-trifluoropropan-2-yl)thiazole-2-carboxamide), COC=1C=CC(=CC1)P2(=S)SP(=S)(S2)C=3C=CC(=CC3)OC (Lawesson's Reagent). The product is BrC=1N=C(SC1)C(N[C@H](C(F)(F)F)C)=S ((S)-4-bromo-N-(1,1,1-trifluoropropan-2-yl)thiazole-2-carbothioamide). The solvent is C1(=CC=CC=C1)C (toluene). Reaction SMILES: [Br:1][C:2]1[N:3]=[C:4]([C:7]([NH:9][C@@H:10]([CH3:15])[C:11]([F:14])([F:13])[F:12])=O)[S:5][CH:6]=1.COC1C=CC(P2(SP(C3C=CC(OC)=CC=3)(=S)S2)=[S:25])=CC=1>C1(C)C=CC=CC=1>[Br:1][C:2]1[N:3]=[C:4]([C:7](=[S:25])[NH:9][C@@H:10]([CH3:15])[C:11]([F:14])([F:13])[F:12])[S:5][CH:6]=1. Reactants: CC1OC1(Cn1cncn1)c1ccc(F)cc1F, O=c1[nH]ccn1-c1ccc(-n2cccn2)cc1. Product: CC(n1ccn(-c2ccc(-n3cccn3)cc2)c1=O)C(O)(Cn1cncn1)c1ccc(F)cc1F. RXN SMILES: [F:1][c:2]1[c:3]([C:9]2([CH2:13][n:14]3[n:15][cH:16][n:17][cH:18]3)[O:10][CH:11]2[CH3:12])[cH:4][cH:5][c:6]([F:8])[cH:7]1.[n:19]1(-[c:24]2[cH:25][cH:26][c:27](-[n:30]3[c:31](=[O:35])[nH:32][cH:33][cH:34]3)[cH:28][cH:29]2)[n:20][cH:21][cH:22][cH:23]1>>[F:1][c:2]1[c:3]([C:9]([OH:10])([CH:11]([CH3:12])[n:32]2[c:31](=[O:35])[n:30](-[c:27]3[cH:26][cH:25][c:24](-[n:19]4[n:20][cH:21][cH:22][cH:23]4)[cH:29][cH:28]3)[cH:34][cH:33]2)[CH2:13][n:14]2[n:15][cH:16][n:17][cH:18]2)[cH:4][cH:5][c:6]([F:8])[cH:7]1. Starting materials: FC(COS(=O)(=O)C1=CC=C(C=C1)C)(F)F (2,2,2-trifluoroethyl-p-toluenesulfonate), [OH-].[K+] (Potassium hydroxide), OC1=CC=C(C=O)C=C1 (4-hydroxybenzaldehyde), C1COCCOCCOCCOCCOCCO1 (18-crown-6), ice water. Conditions: time 16 hour. Procedure details: Potassium hydroxide pellets (85%, 13.2 g, 0.2 mol) are added to 4-hydroxybenzaldehyde (24.4 g, 0.2 mol) and 18-crown-6 (2.6 g, 5% mol) in diglyme (150 mL). The red reaction mixture is stirred for 16 hours at room temperature and then a solution of 2,2,2-trifluoroethyl-p-toluenesulfonate (50.8 g, 0.2 mol) in diglyme (100 mL) is added over 30 minutes, after which the mixture is allowed to stir at room temperature for 45 minutes. The resulting suspension is then heated at reflux for 24 hours. The m... Reaction SMILES: [OH-].[K+].[OH:3][C:4]1[CH:11]=[CH:10][C:7]([CH:8]=[O:9])=[CH:6][CH:5]=1.C1OCCOCCOCCOCCOCCOC1.[F:30][C:31]([F:45])([F:44])[CH2:32]OS(C1C=CC(C)=CC=1)(=O)=O>COCCOCCOC>[F:30][C:31]([F:45])([F:44])[CH2:32][O:3][C:4]1[CH:11]=[CH:10][C:7]([CH:8]=[O:9])=[CH:6][CH:5]=1 |f:0.1|. Isolated yield 30.1%. Solvent: COCCOCCOC (diglyme), COCCOCCOC (diglyme). Yields the product FC(COC1=CC=C(C=O)C=C1)(F)F (p-(2,2,2-trifluoroethoxy)benzaldehyde). Reactants: C(C)(C)(C)OC(=O)N1C=C(C=2C1=CN=C(C2)N2N=CN=C2)C=CC(=O)OCC (Ethyl 3-[1-tert-butyloxycarbonyl-5-(1,2,4-triazol-1-yl)pyrrolo[2,3-c]pyridin-3-yl]prop-2-enoate), [H][H] (hydrogen). The reagents and catalysts are [Pd] (palladium on carbon). The solvent is C(C)O (ethanol). The product is N1(N=CN=C1)C=1C=C2C(=CN1)NCC2CCC(=O)OCC (Ethyl 3-(5-(1,2,4-triazol-1-yl)-2,3-dihydro-1H-pyrrolo[2,3-c]pyridin-3-yl)propionate). As a reaction SMILES: C(OC([N:8]1[C:12]2=[CH:13][N:14]=[C:15]([N:17]3[CH:21]=[N:20][CH:19]=[N:18]3)[CH:16]=[C:11]2[C:10]([CH:22]=[CH:23][C:24]([O:26][CH2:27][CH3:28])=[O:25])=[CH:9]1)=O)(C)(C)C.[H][H]>[Pd].C(O)C>[N:17]1([C:15]2[CH:16]=[C:11]3[CH:10]([CH2:22][CH2:23][C:24]([O:26][CH2:27][CH3:28])=[O:25])[CH2:9][NH:8][C:12]3=[CH:13][N:14]=2)[CH:21]=[N:20][CH:19]=[N:18]1. Procedure details: Ethyl 3-[1-tert-butyloxycarbonyl-5-(1,2,4-triazol-1-yl)pyrrolo[2,3-c]pyridin-3-yl]prop-2-enoate (0.29 g) was hydrogenated over palladium on carbon (10%, 0.435 g) in ethanol (50 mL) at 50 psi of hydrogen for 75 min. The catalyst was removed by filtration and the solvent evaporated in vacuo to give the title compound. (0.24 g) as a colourless solid. This was used without further purification in the next step.